Dataset: the Open Reaction Database (ORD), a public repository of structured organic reaction records. Task: describe an organic reaction: reactants, conditions, products, and yield Starting materials: C(C1=CC=CC=C1)(C1=CC=CC=C1)N1C(=C(C2=CC(=CC=C12)Cl)CCOC1=CC=C(C(=O)O)C=C1)CCNS(=O)(=O)CC1=CC=CC=C1 (4-[2-(1-Benzhydryl-2-{2-[(benzylsulfonyl)amino]ethyl}-5-chloro-1H-indol-3-yl)ethoxy]benzoic acid), C(#N)C=1C=C(C=CC1)CS(=O)(=O)Cl ((3-cyano-phenyl)-methanesulfonyl chloride). Yields the product C(C1=CC=CC=C1)(C1=CC=CC=C1)N1C(=C(C2=CC(=CC=C12)Cl)CCOC1=CC=C(C(=O)O)C=C1)CCNS(=O)(=O)CC1=CC(=CC=C1)C#N (4-{2-[1-Benzhydryl-5-chloro-2-(2-{[(3-cyanobenzyl)-sulfonyl]amino}ethyl)-1H-indol-3-yl]ethoxy}benzoic acid). RXN SMILES: [CH:1]([N:14]1[C:22]2[C:17](=[CH:18][C:19]([Cl:23])=[CH:20][CH:21]=2)[C:16]([CH2:24][CH2:25][O:26][C:27]2[CH:35]=[CH:34][C:30]([C:31]([OH:33])=[O:32])=[CH:29][CH:28]=2)=[C:15]1[CH2:36][CH2:37][NH:38][S:39]([CH2:42][C:43]1[CH:48]=[CH:47][CH:46]=[CH:45][CH:44]=1)(=[O:41])=[O:40])([C:8]1[CH:13]=[CH:12][CH:11]=[CH:10][CH:9]=1)[C:2]1[CH:7]=[CH:6][CH:5]=[CH:4][CH:3]=1.[C:49](C1C=C(CS(Cl)(=O)=O)C=CC=1)#[N:50]>>[CH:1]([N:14]1[C:22]2[C:17](=[CH:18][C:19]([Cl:23])=[CH:20][CH:21]=2)[C:16]([CH2:24][CH2:25][O:26][C:27]2[CH:28]=[CH:29][C:30]([C:31]([OH:33])=[O:32])=[CH:34][CH:35]=2)=[C:15]1[CH2:36][CH2:37][NH:38][S:39]([CH2:42][C:43]1[CH:44]=[CH:45][CH:46]=[C:47]([C:49]#[N:50])[CH:48]=1)(=[O:41])=[O:40])([C:2]1[CH:7]=[CH:6][CH:5]=[CH:4][CH:3]=1)[C:8]1[CH:9]=[CH:10][CH:11]=[CH:12][CH:13]=1. Procedure: The title compound was prepared from 4-{2-[2-(2-amino-ethyl)-1-benzhydryl-5-chloro-1H-indol-3-yl]-ethoxy}-benzoic acid methyl ester (Step 6, Example 1) and (3-cyano-phenyl)-methanesulfonyl chloride according to Example 1 Step 7.